From a dataset of the Open Reaction Database (ORD), a public repository of structured organic reaction records. describe an organic reaction: reactants, conditions, products, and yield The reactants are ClC1=C(C=CC=C1)CBr (2-chlorophenylmethyl bromide), C1(=CC=CC=C1)P(C1=CC=CC=C1)C1=CC=CC=C1 (triphenylphosphine). Solvent: C1(=CC=CC=C1)C (toluene). Product: [Br-].ClC1=C(C=CC=C1)C[P+](C1=CC=CC=C1)(C1=CC=CC=C1)C1=CC=CC=C1 (2-chlorophenylmethyltriphenylphosphonium bromide). Yield: 99.5%. As a reaction SMILES: [Cl:1][C:2]1[CH:7]=[CH:6][CH:5]=[CH:4][C:3]=1[CH2:8][Br:9].[C:10]1([P:16]([C:23]2[CH:28]=[CH:27][CH:26]=[CH:25][CH:24]=2)[C:17]2[CH:22]=[CH:21][CH:20]=[CH:19][CH:18]=2)[CH:15]=[CH:14][CH:13]=[CH:12][CH:11]=1>C1(C)C=CC=CC=1>[Br-:9].[Cl:1][C:2]1[CH:7]=[CH:6][CH:5]=[CH:4][C:3]=1[CH2:8][P+:16]([C:17]1[CH:18]=[CH:19][CH:20]=[CH:21][CH:22]=1)([C:23]1[CH:28]=[CH:27][CH:26]=[CH:25][CH:24]=1)[C:10]1[CH:11]=[CH:12][CH:13]=[CH:14][CH:15]=1 |f:3.4|. Reported procedure: Under a nitrogen atmosphere, a solution of 10.0 grams (0.049 mole) of 2-chlorophenylmethyl bromide and 13.0 grams (0.050 mole) of triphenylphosphine in about 100 mL of toluene was heated at reflux for about 18 hours. The reaction mixture was cooled, and a solid was collected by filtration. The solid was washed with toluene and dried under vacuum, yielding 22.8 grams of 2-chlorophenylmethyltriphenylphosphonium bromide, mp>250° C. Reactants: ClC1=C(C(=O)NCC2(CCCCCC2)O)C=C(C=C1)C1=NNC(=C1)C (2-chloro-N-(1-hydroxy-cycloheptylmethyl)-5-(5-methyl-1H-pyrazol-3-yl)-benzamide), COCC1OC1 (2-methoxymethyl-oxirane). Run in CN(C=O)C (N,N-dimethylformamide). Product: ClC1=C(C(=O)NCC2(CCCCCC2)O)C=C(C=C1)C1=NN(C(=C1)C)CC(COC)O (2-Chloro-N-(1-hydroxy-cycloheptylmethyl)-5-[1-(2-hydroxy-3-methoxy-propyl)-5-methyl-1H-pyrazol-3-yl]-benzamide). RXN SMILES: [Cl:1][C:2]1[CH:19]=[CH:18][C:17]([C:20]2[CH:24]=[C:23]([CH3:25])[NH:22][N:21]=2)=[CH:16][C:3]=1[C:4]([NH:6][CH2:7][C:8]1([OH:15])[CH2:14][CH2:13][CH2:12][CH2:11][CH2:10][CH2:9]1)=[O:5].[CH3:26][O:27][CH2:28][CH:29]1[CH2:31][O:30]1>CN(C)C=O>[Cl:1][C:2]1[CH:19]=[CH:18][C:17]([C:20]2[CH:24]=[C:23]([CH3:25])[N:22]([CH2:31][CH:29]([OH:30])[CH2:28][O:27][CH3:26])[N:21]=2)=[CH:16][C:3]=1[C:4]([NH:6][CH2:7][C:8]1([OH:15])[CH2:14][CH2:13][CH2:12][CH2:11][CH2:10][CH2:9]1)=[O:5]. Reported procedure: A mixture of 2-chloro-N-(1-hydroxy-cycloheptylmethyl)-5-(5-methyl-1H-pyrazol-3-yl)-benzamide (0.36 g, 1 mmol) and 2-methoxymethyl-oxirane (0.8 mL) was stirred in N,N-dimethylformamide (1.0 mL) at 90° C. for 12 h. The mixture was concentrated in vacuo. The residue was purified by reverse phase chromatography, followed by trituration (1:1:1 diethyl ether-dichloromethane-ethyl acetate) to afford the title compound (0.08 g). LCMS (m/z) 450.1 M+1 Starting materials: CCC1CCC1(Oc1ccc(Cl)cc1)C(=O)O, CC(=O)O, Cl. Yields the product O=C(O)C1(Oc2ccc(Cl)cc2)CCC1. RXN SMILES: [CH2:1]([CH3:2])[CH:3]1[C:4]([C:7](=[O:8])[OH:9])([O:10][c:11]2[cH:12][cH:13][c:14]([Cl:17])[cH:15][cH:16]2)[CH2:5][CH2:6]1.[CH3:19][C:20](=[O:21])[OH:22].[ClH:18]>>[CH2:3]1[C:4]([C:7](=[O:8])[OH:9])([O:10][c:11]2[cH:12][cH:13][c:14]([Cl:17])[cH:15][cH:16]2)[CH2:5][CH2:6]1. Reactants: ClC1=C(C=C(C(=C1)Cl)[N+](=O)[O-])C(C)=O (2',4'-dichloro-5'-nitro-acetophenone), Cl (hydrochloric acid). Reagents/catalysts: [Fe] (iron). Solvent: C(C)O (ethanol). Product: NC=1C(=CC(=C(C1)C(C)=O)Cl)Cl (5'-amino-2',4'-dichloroacetophenone). Reaction SMILES: [Cl:1][C:2]1[CH:7]=[C:6]([Cl:8])[C:5]([N+:9]([O-])=O)=[CH:4][C:3]=1[C:12](=[O:14])[CH3:13].Cl>C(O)C.[Fe]>[NH2:9][C:5]1[C:6]([Cl:8])=[CH:7][C:2]([Cl:1])=[C:3]([C:12](=[O:14])[CH3:13])[CH:4]=1. Reported procedure: 8 g of 2',4'-dichloro-5'-nitro-acetophenone were boiled for 4 hours under reflux in 31 ml of ethanol, after addition of 6.1 g of iron turnings and 6.5 ml of concentrated hydrochloric acid. After evaporation of the solvent, the mixture was combined with water, extracted with ethyl acetate and the 5'-amino-2',4'-dichloroacetophenone was isolated by concentration of the ethyl acetate.